This data is from the Open Reaction Database (ORD), a public repository of structured organic reaction records. The task is: describe an organic reaction: reactants, conditions, products, and yield Run in CO (MeOH). Product: ClC1=C(C=CC(=C1)NCC1=C(C=C(C=C1)C(F)(F)F)C1=C(C=C(C=C1)C(=O)O)C)C1=C(C=C(C=C1)Cl)C (2′-(((2,4′-dichloro-2′-methyl-[1,1′-biphenyl]-4-yl)amino)methyl)-2-methyl-5′-(trifluoromethyl)-[1,1′-biphenyl]-4-carboxylic acid). Reactants: aqueous solution, [OH-].[Na+] (NaOH), C1CCOC1 (THF), ClC1=C(C=CC(=C1)NCC1=C(C=C(C=C1)C(F)(F)F)C1=C(C=C(C=C1)C(=O)OC)C)C1=C(C=C(C=C1)Cl)C (methyl 2′-(((2,4′-dichloro-2′-methyl-[1,1′-biphenyl]-4-yl)amino)methyl)-2-methyl-5′-(trifluoromethyl)-[1,1′-biphenyl]-4-carboxylate). Reaction SMILES: [OH-].[Na+].C1COCC1.[Cl:8][C:9]1[CH:14]=[C:13]([NH:15][CH2:16][C:17]2[CH:22]=[CH:21][C:20]([C:23]([F:26])([F:25])[F:24])=[CH:19][C:18]=2[C:27]2[CH:32]=[CH:31][C:30]([C:33]([O:35]C)=[O:34])=[CH:29][C:28]=2[CH3:37])[CH:12]=[CH:11][C:10]=1[C:38]1[CH:43]=[CH:42][C:41]([Cl:44])=[CH:40][C:39]=1[CH3:45]>CO>[Cl:8][C:9]1[CH:14]=[C:13]([NH:15][CH2:16][C:17]2[CH:22]=[CH:21][C:20]([C:23]([F:26])([F:25])[F:24])=[CH:19][C:18]=2[C:27]2[CH:32]=[CH:31][C:30]([C:33]([OH:35])=[O:34])=[CH:29][C:28]=2[CH3:37])[CH:12]=[CH:11][C:10]=1[C:38]1[CH:43]=[CH:42][C:41]([Cl:44])=[CH:40][C:39]=1[CH3:45] |f:0.1|. Procedure: A 3M aqueous solution of NaOH (0.26 mL, 0.79 mmol) was added to a THF (2 mL) and MeOH (1 mL) solution of methyl 2′-(((2,4′-dichloro-2′-methyl-[1,1′-biphenyl]-4-yl)amino)methyl)-2-methyl-5′-(trifluoromethyl)-[1,1′-biphenyl]-4-carboxylate (340 mg, 0.61 mmol) and the resulting homogeneous mixture was stirred at room temperature. After 16 h the resulting mixture was concentrated in vacuo, suspended in water, and acidified with 2 M HCl. The resulting precipitate was filtered off, dried in vacuo, and ... Starting materials: Cl.ClC=1C=C2C=CC(=CC2=CC1)S(=O)(=O)N1CC(N(C(C1)=O)N(C1CCN(CC1)C1=CC=NC=C1)C)C(=O)OC (methyl 4-[(6-chloro-2-naphthyl)sulfonyl)-1-[methyl[1-(4-pyridinyl)-4-piperidinyl]amino]-6-oxo-2-piperazinecarboxylate hydrochloride), [BH4-].[Li+] (lithium borohydride), Cl.CO (hydrochloric acid methanol). Solvent: CO (methanol). Run at temperature 0 celsius. The product is Cl.ClC=1C=C2C=CC(=CC2=CC1)S(=O)(=O)N1CC(N(C(C1)CO)N(C1CCN(CC1)C1=CC=NC=C1)C)=O (4-[(6-Chloro-2-naphthyl)sulfonyl]-6-hydroxymethyl-1-[methyl[1-(4-pyridinyl)-4-piperidinyl]amino]-2-piperazinone Hydrochloride). Yield: 83.9%. As a reaction SMILES: Cl.[Cl:2][C:3]1[CH:4]=[C:5]2[C:10](=[CH:11][CH:12]=1)[CH:9]=[C:8]([S:13]([N:16]1[CH2:21][C:20](=[O:22])[N:19]([N:23]([CH3:36])[CH:24]3[CH2:29][CH2:28][N:27]([C:30]4[CH:35]=[CH:34][N:33]=[CH:32][CH:31]=4)[CH2:26][CH2:25]3)[CH:18]([C:37](OC)=[O:38])[CH2:17]1)(=[O:15])=[O:14])[CH:7]=[CH:6]2.[BH4-].[Li+].Cl.CO>CO>[ClH:2].[Cl:2][C:3]1[CH:4]=[C:5]2[C:10](=[CH:11][CH:12]=1)[CH:9]=[C:8]([S:13]([N:16]1[CH2:17][CH:18]([CH2:37][OH:38])[N:19]([N:23]([CH3:36])[CH:24]3[CH2:25][CH2:26][N:27]([C:30]4[CH:35]=[CH:34][N:33]=[CH:32][CH:31]=4)[CH2:28][CH2:29]3)[C:20](=[O:22])[CH2:21]1)(=[O:14])=[O:15])[CH:7]=[CH:6]2 |f:0.1,2.3,4.5,7.8|. Procedure: A solution of methyl 4-[(6-chloro-2-naphthyl)sulfonyl)-1-[methyl[1-(4-pyridinyl)-4-piperidinyl]amino]-6-oxo-2-piperazinecarboxylate hydrochloride (0.3 g) in methanol (20 ml) was treated with 3 portions of lithium borohydride (1.14 g) with stirring at 0° C. After completion of the reaction, the reaction system was adjusted at pH 4 with a 10% hydrochloric acid/methanol solution, and then concentrated under reduced pressure. The residue was partitioned between methylene chloride and saturated aqueo... Starting materials: FC1=C(C=CC(=C1)F)C(=O)N=C=S (2,4-Difluoro-1-benzenecarbonyl isothiocyanate), FC1=C(C=CC(=C1)F)C(=O)Cl (2,4-difluoro-1-benzenecarbonyl chloride), COC=1C=C2C(=CC=NC2=CC1OC)OC1=CC=C(N)C=C1 (4-[(6,7-Dimethoxy-4-quinolyl)oxy]aniline), C1(=CC=CC=C1)C (toluene). Run in C(C)O (ethanol), C(C)O (ethanol). Reaction conditions: time 2 hour. Product: FC1=C(C=CC(=C1)F)C(=O)N=C=S (2,4-Difluoro-1-benzenecarbonyl isothiocyanate), FC1=C(C(=O)NC(=S)NC2=CC=C(C=C2)OC2=CC=NC3=CC(=C(C=C23)OC)OC)C=CC(=C1)F (N-(2,4-Difluorobenzoyl)-N′-{4-[(6,7-dimethoxy-4-quinolyl)oxy]phenyl}thiourea). Isolated yield 82.0%. Reaction SMILES: FC1C=C(F)C=CC=1C(Cl)=O.[F:12][C:13]1[CH:18]=[C:17]([F:19])[CH:16]=[CH:15][C:14]=1[C:20]([N:22]=[C:23]=[S:24])=[O:21].[CH3:25][O:26][C:27]1[CH:28]=[C:29]2[C:34](=[CH:35][C:36]=1[O:37][CH3:38])[N:33]=[CH:32][CH:31]=[C:30]2[O:39][C:40]1[CH:46]=[CH:45][C:43]([NH2:44])=[CH:42][CH:41]=1.C1(C)C=CC=CC=1>C(O)C>[F:12][C:13]1[CH:18]=[C:17]([F:19])[CH:16]=[CH:15][C:14]=1[C:20]([N:22]=[C:23]=[S:24])=[O:21].[F:12][C:13]1[CH:18]=[C:17]([F:19])[CH:16]=[CH:15][C:14]=1[C:20]([NH:22][C:23]([NH:44][C:43]1[CH:45]=[CH:46][C:40]([O:39][C:30]2[C:29]3[C:34](=[CH:35][C:36]([O:37][CH3:38])=[C:27]([O:26][CH3:25])[CH:28]=3)[N:33]=[CH:32][CH:31]=2)=[CH:41][CH:42]=1)=[S:24])=[O:21]. Procedure: 2,4-Difluoro-1-benzenecarbonyl isothiocyanate was prepared using commercially available 2,4-difluoro-1-benzenecarbonyl chloride (80 mg) as a starting compound according to the description of the literature. 2,4-Difluoro-1-benzenecarbonyl isothiocyanate was dissolved in ethanol (1 ml) to prepare a solution. 4-[(6,7-Dimethoxy-4-quinolyl)oxy]aniline (50 mg), toluene (5 ml), and ethanol (1 ml) were added to the solution, and the mixture was stirred at room temperature for 2 hr. The reaction solution... The reactants are O=[N+]([O-])c1ccc(Cl)nc1Cl, [H-], [Na+], C1CCOC1, O, OCc1ccccc1. Product: O=[N+]([O-])c1ccc(Cl)nc1OCc1ccccc1. RXN SMILES: [Cl:3][c:4]1[n:5][c:6]([Cl:13])[cH:7][cH:8][c:9]1[N+:10](=[O:11])[O-:12].[H-:1].[Na+:2].[O:22]1[CH2:23][CH2:24][CH2:25][CH2:26]1.[OH2:27].[OH:14][CH2:15][c:16]1[cH:17][cH:18][cH:19][cH:20][cH:21]1>>[c:4]1([O:14][CH2:15][c:16]2[cH:17][cH:18][cH:19][cH:20][cH:21]2)[n:5][c:6]([Cl:13])[cH:7][cH:8][c:9]1[N+:10](=[O:11])[O-:12].